Dataset: the Open Reaction Database (ORD), a public repository of structured organic reaction records. Task: describe an organic reaction: reactants, conditions, products, and yield The reactants are CC(C)(C)c1ccc(Br)cc1, CCCC[Sn](Cl)(CCCC)CCCC, [Mg], C1CCOC1, O. Yields the product CCCC[Sn](CCCC)(CCCC)c1ccc(C(C)(C)C)cc1. RXN SMILES: [Br:1][c:2]1[cH:3][cH:4][c:5]([C:8]([CH3:9])([CH3:10])[CH3:11])[cH:6][cH:7]1.[CH2:13]([CH2:14][CH2:15][CH3:16])[Sn:17]([CH2:18][CH2:19][CH2:20][CH3:21])([CH2:22][CH2:23][CH2:24][CH3:25])[Cl:26].[Mg:12].[O:28]1[CH2:29][CH2:30][CH2:31][CH2:32]1.[OH2:27]>>[c:2]1([Sn:17]([CH2:13][CH2:14][CH2:15][CH3:16])([CH2:18][CH2:19][CH2:20][CH3:21])[CH2:22][CH2:23][CH2:24][CH3:25])[cH:3][cH:4][c:5]([C:8]([CH3:9])([CH3:10])[CH3:11])[cH:6][cH:7]1. Starting materials: C(=O)(O)CN1[C@H](C(=O)N(C([C@@H](N)[C@@H](C)CC)=O)CC2=CC=CC=C2)CCC1 (L-isoleucine, N-[1-(carboxymethyl)-L-prolyl] benzylamide), 4-N,N-dimethylaminopyridine, C1(CCCCC1)N=C=NC1CCCCC1 (1,3-dicyclohexylcarbodiimide), C1(=CC=CC=C1)C(CC)O ((±) 1-phenyl-1-propanol). Run in ClCCl (dichloromethane). Yields the product C1(=CC=CC=C1)C(CC)OC(CN1[C@H](C(=O)N(C([C@@H](N)[C@@H](C)CC)=O)CC2=CC=CC=C2)CCC1)=O (L-isoleucine, N-[1-(2-(1-phenylpropoxy)-2-oxoethyl)-L-prolyl] benzylamide). Yield: 40.5%. As a reaction SMILES: [C:1]([CH2:4][N:5]1[CH2:27][CH2:26][CH2:25][C@H:6]1[C:7]([N:9]([CH2:18][C:19]1[CH:24]=[CH:23][CH:22]=[CH:21][CH:20]=1)[C:10](=[O:17])[C@H:11]([C@H:13]([CH2:15][CH3:16])[CH3:14])[NH2:12])=[O:8])([OH:3])=[O:2].C1(N=C=NC2CCCCC2)CCCCC1.[C:43]1([CH:49](O)[CH2:50][CH3:51])[CH:48]=[CH:47][CH:46]=[CH:45][CH:44]=1>ClCCl>[C:43]1([CH:49]([O:2][C:1](=[O:3])[CH2:4][N:5]2[CH2:27][CH2:26][CH2:25][C@H:6]2[C:7]([N:9]([CH2:18][C:19]2[CH:24]=[CH:23][CH:22]=[CH:21][CH:20]=2)[C:10](=[O:17])[C@H:11]([C@H:13]([CH2:15][CH3:16])[CH3:14])[NH2:12])=[O:8])[CH2:50][CH3:51])[CH:48]=[CH:47][CH:46]=[CH:45][CH:44]=1. Reported procedure: A solution of L-isoleucine, N-[1-(carboxymethyl)-L-prolyl] benzylamide (59 mg, 0.16 mmol), 4-N,N-dimethylaminopyridine (7.9 mg, 0.06 mmol, 0.4 eq), 1,3-dicyclohexylcarbodiimide (49 mg, 0.23 mmol, 1.5 eq) in dichloromethane (5.0 mL) was treated with (±) 1-phenyl-1-propanol (28 uL, 0.20 mmol, 1.3 eq). After TLC indicated the reaction was complete, the mixture was purified by HPLC to provide 32 mg (41%) of L-isoleucine, N-[1-(2-(1-phenylpropoxy)-2-oxoethyl)-L-prolyl] benzylamide. Starting materials: [Al+3], C1CCOC1, [H-], [H-], [H-], [H-], [Li+], O=C1OCCC1(c1ccccc1)c1ccccc1. The product is OCCC(CO)(c1ccccc1)c1ccccc1. RXN SMILES: [Al+3:20].[CH2:25]1[O:26][CH2:27][CH2:28][CH2:29]1.[H-:19].[H-:22].[H-:23].[H-:24].[Li+:21].[c:1]1([C:7]2([c:13]3[cH:14][cH:15][cH:16][cH:17][cH:18]3)[C:8](=[O:9])[O:10][CH2:11][CH2:12]2)[cH:2][cH:3][cH:4][cH:5][cH:6]1>>[c:1]1([C:7]([CH2:8][OH:9])([CH2:12][CH2:11][OH:10])[c:13]2[cH:14][cH:15][cH:16][cH:17][cH:18]2)[cH:2][cH:3][cH:4][cH:5][cH:6]1. Reactants: ClC1=CC(=NC2=CC=C3C(=C12)NC(=N3)C)C (9-chloro-2,7-dimethylimidazo [4,5-f]-quinoline), COC1=CC=C(C=C1)N (p-anisidine). Solvent: C(C)O (ethanol). Reaction conditions: time 8 hour. Product: Cl.COC1=CC=C(C=C1)NC1=CC(=NC2=CC=C3C(=C12)NC(=N3)C)C (9-(p-Anisidino)-2,7-dimethyl-1H-imidazo[4,5-f]quinoline Hydrochloride). Reaction SMILES: [Cl:1][C:2]1[C:11]2[C:6](=[CH:7][CH:8]=[C:9]3[N:14]=[C:13]([CH3:15])[NH:12][C:10]3=2)[N:5]=[C:4]([CH3:16])[CH:3]=1.[CH3:17][O:18][C:19]1[CH:24]=[CH:23][C:22]([NH2:25])=[CH:21][CH:20]=1>C(O)C>[ClH:1].[CH3:17][O:18][C:19]1[CH:24]=[CH:23][C:22]([NH:25][C:2]2[C:11]3[C:6](=[CH:7][CH:8]=[C:9]4[N:14]=[C:13]([CH3:15])[NH:12][C:10]4=3)[N:5]=[C:4]([CH3:16])[CH:3]=2)=[CH:21][CH:20]=1 |f:3.4|. Procedure details: A mixture of 18.5 g. (0.08 m.) of 9-chloro-2,7-dimethylimidazo [4,5-f]-quinoline, 9.85 g. (0.08 m.) of p-anisidine and 300 ml. of ethanol was refluxed, with stirring, overnight. The solution was concentrated in vacuo to give 27 g. m.p. 307°-311°C. Recrystallization from 300 ml. of MeOH yielded 13 g. m.p. 317°-318°C. The reactants are [Br-], O=C1CCCc2ccc(Br)cc21, COc1ccc([Mg+])cc1, C1CCOC1, O=C(O)C(F)(F)F. Yields the product COc1ccc(C2(O)CCCc3ccc(Br)cc32)cc1. Reaction SMILES: [Br-:13].[Br:1][c:2]1[cH:3][cH:4][c:5]2[c:10]([cH:11]1)[C:9](=[O:12])[CH2:8][CH2:7][CH2:6]2.[CH3:14][O:15][c:16]1[cH:17][cH:18][c:19]([Mg+:22])[cH:20][cH:21]1.[O:30]1[CH2:31][CH2:32][CH2:33][CH2:34]1.[OH:23][C:24]([C:25]([F:26])([F:27])[F:28])=[O:29]>>[Br:1][c:2]1[cH:3][cH:4][c:5]2[c:10]([cH:11]1)[C:9]([OH:12])([c:19]1[cH:18][cH:17][c:16]([O:15][CH3:14])[cH:21][cH:20]1)[CH2:8][CH2:7][CH2:6]2. The reactants are CN(C)C(=O)CBr, C1CCOC1, CN(C)P(=O)(N(C)C)N(C)C, [O-]P(OCC(F)(F)F)OCC(F)(F)F, [H-], [Na+]. Product: CN(C)C(=O)CP(=O)(OCC(F)(F)F)OCC(F)(F)F. RXN SMILES: [Br:28][CH2:29][C:30](=[O:31])[N:32]([CH3:33])[CH3:34].[CH2:35]1[O:36][CH2:37][CH2:38][CH2:39]1.[CH3:17][N:18]([CH3:19])[P:20]([N:21]([CH3:22])[CH3:23])([N:24]([CH3:25])[CH3:26])=[O:27].[F:1][C:2]([CH2:3][O:4][P:5]([O:6][CH2:7][C:8]([F:9])([F:10])[F:11])[O-:12])([F:13])[F:14].[H-:15].[Na+:16]>>[F:1][C:2]([CH2:3][O:4][P:5]([O:6][CH2:7][C:8]([F:9])([F:10])[F:11])(=[O:12])[CH2:29][C:30](=[O:31])[N:32]([CH3:33])[CH3:34])([F:13])[F:14]. Starting materials: C(C)OC(C(CC(C)(C)C1=C(C=CC(=C1)F)[N+](=O)[O-])(C(F)(F)F)O)=O (4-(5-fluoro-2-nitrophenyl)-2-hydroxy-4-methyl-2-trifluoromethylvaleric acid-ethyl ester), C(C)OC(C(CC(C)(C)C1=CC(=C(C=C1)[N+](=O)[O-])F)(C(F)(F)F)O)=O (4-(3-fluoro-4-nitrophenyl)-2-hydroxy-4-methyl-2-trifluoromethylvaleric acid-ethyl ester). Run in CCCCCC.C(C)(=O)OCC (hexane ethyl acetate). Product: C(C)OC(C(CC(C)(C)C1=CC(=C(C=C1)[N+](=O)[O-])F)(C(F)(F)F)O)=O.C(C)OC(C(CC(C)(C)C1=C(C=CC(=C1)F)[N+](=O)[O-])(C(F)(F)F)O)=O (4-(5-Fluoro-2-nitrophenyl)-2-hydroxy-4-methyl-2-trifluoromethylvaleric acid ethyl ester 4-(3-Fluoro-4-nitrophenyl)-2-hydroxy-4-methyl-2-trifluoromethylvaleric acid ethyl ester). As a reaction SMILES: [CH2:1]([O:3][C:4](=[O:25])[C:5]([OH:24])([C:20]([F:23])([F:22])[F:21])[CH2:6][C:7]([C:10]1[CH:15]=[C:14]([F:16])[CH:13]=[CH:12][C:11]=1[N+:17]([O-:19])=[O:18])([CH3:9])[CH3:8])[CH3:2].[CH2:26]([O:28][C:29](=[O:50])[C:30]([OH:49])([C:45]([F:48])([F:47])[F:46])[CH2:31][C:32]([C:35]1[CH:40]=[CH:39][C:38]([N+:41]([O-:43])=[O:42])=[C:37]([F:44])[CH:36]=1)([CH3:34])[CH3:33])[CH3:27]>CCCCCC.C(OCC)(=O)C>[CH2:26]([O:28][C:29](=[O:50])[C:30]([OH:49])([C:45]([F:48])([F:47])[F:46])[CH2:31][C:32]([C:35]1[CH:40]=[CH:39][C:38]([N+:41]([O-:43])=[O:42])=[C:37]([F:44])[CH:36]=1)([CH3:34])[CH3:33])[CH3:27].[CH2:1]([O:3][C:4](=[O:25])[C:5]([OH:24])([C:20]([F:21])([F:22])[F:23])[CH2:6][C:7]([C:10]1[CH:15]=[C:14]([F:16])[CH:13]=[CH:12][C:11]=1[N+:17]([O-:19])=[O:18])([CH3:9])[CH3:8])[CH3:2] |f:2.3,4.5|. Reported procedure: From the mother liquor, after chromatography on silica gel with hexane-ethyl acetate (8:1), another 500 mg of 4-(5-fluoro-2-nitrophenyl)-2-hydroxy-4-methyl-2-trifluoromethylvaleric acid-ethyl ester accumulates as a first fraction, and 800 mg of 4-(3-fluoro-4-nitrophenyl)-2-hydroxy-4-methyl-2-trifluoromethylvaleric acid-ethyl ester as an oil accumulates as a second fraction. Reactants: Cl.N1=C(C=CC2=CC=CC=C12)N1CC(C1)N (1-(quinolin-2-yl)azetidin-3-amine hydrochloride), C([O-])([O-])=O.[Na+].[Na+] (sodium carbonate), ClC1=NC=CC=C1[N+](=O)[O-] (2-chloro-3-nitro-pyridine). Run in CN(C=O)C (dimethylformamide), O (water). The product is [N+](=O)([O-])C=1C(=NC=CC1)NC1CN(C1)C1=NC2=CC=CC=C2C=C1 (3-nitro-N-(1-(quinolin-2-yl)azetidin-3-yl)pyridin-2-amine). Yield: 83.3%. RXN SMILES: Cl.[N:2]1[C:11]2[C:6](=[CH:7][CH:8]=[CH:9][CH:10]=2)[CH:5]=[CH:4][C:3]=1[N:12]1[CH2:15][CH:14]([NH2:16])[CH2:13]1.C(=O)([O-])[O-].[Na+].[Na+].Cl[C:24]1[C:29]([N+:30]([O-:32])=[O:31])=[CH:28][CH:27]=[CH:26][N:25]=1>CN(C)C=O.O>[N+:30]([C:29]1[C:24]([NH:16][CH:14]2[CH2:13][N:12]([C:3]3[CH:4]=[CH:5][C:6]4[C:11](=[CH:10][CH:9]=[CH:8][CH:7]=4)[N:2]=3)[CH2:15]2)=[N:25][CH:26]=[CH:27][CH:28]=1)([O-:32])=[O:31] |f:0.1,2.3.4|. Procedure: To a solution of 1-(quinolin-2-yl)azetidin-3-amine hydrochloride (0.90 g, 3.84 mmol) in dry dimethylformamide (15 mL) was added sodium carbonate (1.22 g, 11.5 mmol) and 2-chloro-3-nitro-pyridine (608 mg, 3.84 mmol). The reaction mixture was stirred and heated at reflux for 14 hours. The reaction mixture was diluted with water (25 mL) and extracted with ethyl acetate (2×30 mL). The combined organic extracts were washed with water (30 mL), brine (30 mL), and dried over sodium sulfate. The filtrate... The reactants are C(C1=CC=CC=C1)OC(=O)N1CCN(CC1)C(CCC1=CC=C(C=C1)CNC(=O)OC(C)(C)C)=O (1-benzyloxycarbonyl-4-[3-(4-tert-butyloxycarbonylaminomethylphenyl)propionyl]piperazine), C(C1=CC=CC=C1)OC(=O)N1CCN(CC1)C(CCC1=CC=C(C=C1)CNC(=O)OC(C)(C)C)=O (1-benzyloxycarbonyl-4-[3-(4-tert-butyloxycarbonylaminomethylphenyl)propionyl]piperazine). Solvent: CO (methanol). Run at time 3 hour. Product: C(C)(C)(C)OC(=O)NCC1=CC=C(C=C1)CCC(=O)N1CCNCC1 (1-[3-(4-tert-Butyloxycarbonylaminomethylphenyl)propionyl)piperazine). Isolated yield 97.1%. RXN SMILES: C(OC([N:11]1[CH2:16][CH2:15][N:14]([C:17](=[O:35])[CH2:18][CH2:19][C:20]2[CH:25]=[CH:24][C:23]([CH2:26][NH:27][C:28]([O:30][C:31]([CH3:34])([CH3:33])[CH3:32])=[O:29])=[CH:22][CH:21]=2)[CH2:13][CH2:12]1)=O)C1C=CC=CC=1>CO>[C:31]([O:30][C:28]([NH:27][CH2:26][C:23]1[CH:24]=[CH:25][C:20]([CH2:19][CH2:18][C:17]([N:14]2[CH2:13][CH2:12][NH:11][CH2:16][CH2:15]2)=[O:35])=[CH:21][CH:22]=1)=[O:29])([CH3:34])([CH3:32])[CH3:33]. Procedure: 3.64 g of 1-benzyloxycarbonyl-4-[3-(4-tert-butyloxycarbonylaminomethylphenyl)propionyl]piperazine (starting material B3), dissolved in 100 ml methanol are hydrogenated over palladiumicarbon (10%) for 3 h. The catalyst is filtered off and the solvent is removed in vacuo, giving 2.55 g of the title compound. The mass spectrum shows the molecular peak MH+ at 348 Da. Product: C(CCCCC=C)(=O)N1C(OC[C@@H]1C(C)C)=O ((S)-3-Hept-6-enoyl-4-isopropyl-oxazolidin-2-one). Reactants: solution, [Li]CCCC (n-BuLi), C(CCCCC=C)(=O)Cl (hept-6-enoyl chloride), [Na+].[Cl-] (NaCl), C(C)(C)[C@@H]1NC(OC1)=O ((4S)-4-isopropyl-oxazolidin-2-one). Solvent: CCCCCC (hexane), C1CCOC1 (THF), C1CCOC1 (THF). As a reaction SMILES: [CH:1]([C@H:4]1[CH2:8][O:7][C:6](=[O:9])[NH:5]1)([CH3:3])[CH3:2].[Li]CCCC.[C:15](Cl)(=[O:22])[CH2:16][CH2:17][CH2:18][CH2:19][CH:20]=[CH2:21].[Na+].[Cl-]>C1COCC1.CCCCCC>[C:15]([N:5]1[C@@H:4]([CH:1]([CH3:3])[CH3:2])[CH2:8][O:7][C:6]1=[O:9])(=[O:22])[CH2:16][CH2:17][CH2:18][CH2:19][CH:20]=[CH2:21] |f:3.4|. Yield: 92.0%. Procedure: A solution of 2.08 g (16.10 mmol, 1 equivalent) of (4S)-4-isopropyl-oxazolidin-2-one in 15 ml of THF is cooled to -78° C. and mixed drop by drop with 11.6 ml (18.52 mmol, 1.15 equivalents) of a 1.6 M solution of n-BuLi solution in hexane. Then, a solution of 2.95 g (20.13 mmol, 1.25 equivalents) of hept-6-enoyl chloride in 10 ml of THF is added at -78° C. It is allowed to heat to room temperature, and the reaction solution is poured onto saturated NaCl solution. The aqueous phase is extracted wi...